This data is from the Open Reaction Database (ORD), a public repository of structured organic reaction records. The task is: describe an organic reaction: reactants, conditions, products, and yield The solvent is C(C)O (ethanol). Reactants: resultant mixture, [OH-].[Na+] (NaOH), C(C)OC(C(CC1=CC=C(C=C1)OCCC=1N=C(OC1C)C1CCCCC1)(C)OC=1C=C(C=CC1)C1=CC=CC=C1)=O (2-(Biphenyl-3-yloxy)-3-{4-[2-(2-cyclohexyl-5-methyl-oxazol-4-yl)-ethoxy]-phenyl}-2-methyl-propionic acid ethyl ester), C(C)OC(C(CC1=CC=C(C=C1)OCCC=1N=C(OC1C)C1CCCCC1)(OC1=CC=CC=C1)C)=O (3-{4-[2-(2-Cyclohexyl-5-methyl-oxazol-4-yl)-ethoxy]-phenyl}-2-methyl-2-phenoxy-propionic acid ethyl ester). Reported procedure: 5N NaOH (0.5 mL) was added to a solution of 2-(Biphenyl-3-yloxy)-3-{4-[2-(2-cyclohexyl-5-methyl-oxazol-4-yl)-ethoxy]-phenyl}-2-methyl-propionic acid ethyl ester and 3-{4-[2-(2-Cyclohexyl-5-methyl-oxazol-4-yl)-ethoxy]-phenyl}-2-methyl-2-phenoxy-propionic acid ethyl ester in ethanol (4 mL). The resultant mixture was refluxed under an atmosphere of nitrogen for 2 h, then cooled to ambient temperature. The reaction mixture was concentrated in vacuo, diluted with 1N HCl, and extracted with CH2Cl2. Th... Reaction SMILES: [OH-].[Na+].C([O:5][C:6](=[O:44])[C:7]([O:31][C:32]1[CH:33]=[C:34]([C:38]2[CH:43]=[CH:42][CH:41]=[CH:40][CH:39]=2)[CH:35]=[CH:36][CH:37]=1)([CH3:30])[CH2:8][C:9]1[CH:14]=[CH:13][C:12]([O:15][CH2:16][CH2:17][C:18]2[N:19]=[C:20]([CH:24]3[CH2:29][CH2:28][CH2:27][CH2:26][CH2:25]3)[O:21][C:22]=2[CH3:23])=[CH:11][CH:10]=1)C.C(OC(=O)C(C)(OC1C=CC=CC=1)CC1C=CC(OCCC2N=C(C3CCCCC3)OC=2C)=CC=1)C>C(O)C>[C:34]1([C:38]2[CH:43]=[CH:42][CH:41]=[CH:40][CH:39]=2)[CH:35]=[CH:36][CH:37]=[C:32]([O:31][C:7]([CH3:30])([CH2:8][C:9]2[CH:10]=[CH:11][C:12]([O:15][CH2:16][CH2:17][C:18]3[N:19]=[C:20]([CH:24]4[CH2:29][CH2:28][CH2:27][CH2:26][CH2:25]4)[O:21][C:22]=3[CH3:23])=[CH:13][CH:14]=2)[C:6]([OH:44])=[O:5])[CH:33]=1 |f:0.1|. The product is C1(=CC(=CC=C1)OC(C(=O)O)(CC1=CC=C(C=C1)OCCC=1N=C(OC1C)C1CCCCC1)C)C1=CC=CC=C1 (2-(Biphenyl-3-yloxy)-3-{4-[2-(2-cyclohexyl-5-methyl-oxazol-4-yl)-ethoxy]-phenyl}-2-methyl-propionic acid). Starting materials: C(C)C=1N=NSC1C(=O)O (4-ethyl-1,2,3-thiadiazole-5-carboxylic acid), C(C)(C)(C)N (t-butylamine). Solvent: C(C)O (ethanol). Conditions: time 24 hour. The product is C(C)C=1N=NSC1C(=O)[O-].C(C)(C)(C)[NH3+] (t-butylammonium 4-ethyl-1,2,3-thiadiazole-5-carboxylate). RXN SMILES: [CH2:1]([C:3]1[N:4]=[N:5][S:6][C:7]=1[C:8]([OH:10])=[O:9])[CH3:2].[C:11]([NH2:15])([CH3:14])([CH3:13])[CH3:12]>C(O)C>[CH2:1]([C:3]1[N:4]=[N:5][S:6][C:7]=1[C:8]([O-:10])=[O:9])[CH3:2].[C:11]([NH3+:15])([CH3:14])([CH3:13])[CH3:12] |f:3.4|. Procedure: In 3 ml of ethanol was dissolved 0.4 g of 4-ethyl-1,2,3-thiadiazole-5-carboxylic acid, after which 0.19 g of t-butylamine was added to the solution and the reaction was carried out at room temperature for 24 hours. The reactants are BrN1C(CCC1=O)=O (N-bromosuccinimide), C(C1=CC=CC=C1)(=O)OOC(C1=CC=CC=C1)=O (benzoyl peroxide), C(C)(C)(C)OC(=O)N1N=C(C=C1)C (3-methyl pyrazole 1-carboxylic acid tert-butyl ester). The solvent is C(C)(=O)OCC (ethyl acetate), C(=O)(O)[O-].[Na+] (NaHCO3), C(Cl)(Cl)(Cl)Cl (CCl4). Product: C(C)(C)(C)OC(=O)N1N=C(C=C1)CBr (3-bromomethyl pyrazole 1-carboxylic acid tert-butyl ester). Yield: 51.3%. As a reaction SMILES: [C:1]([O:5][C:6]([N:8]1[CH:12]=[CH:11][C:10]([CH3:13])=[N:9]1)=[O:7])([CH3:4])([CH3:3])[CH3:2].[Br:14]N1C(=O)CCC1=O.C(OOC(=O)C1C=CC=CC=1)(=O)C1C=CC=CC=1>C(Cl)(Cl)(Cl)Cl.C(OCC)(=O)C.C([O-])(O)=O.[Na+]>[C:1]([O:5][C:6]([N:8]1[CH:12]=[CH:11][C:10]([CH2:13][Br:14])=[N:9]1)=[O:7])([CH3:4])([CH3:3])[CH3:2] |f:5.6|. Reported procedure: 3-methyl pyrazole 1-carboxylic acid tert-butyl ester (4.0 g, 21.95 mmol) was dissolved in 73 mL of CCl4. N-bromosuccinimide (5.47 g, 30.73 mmol) and benzoyl peroxide (744 mg, 3.07 mmol) were added. This solution was warmed to reflux for 5.5 hours and then cooled to room temperature. The reaction mixture was diluted with ethyl acetate and saturated NaHCO3 solution. The phases were separated, and the organic phase was extracted with brine, dried over Na2SO4, filtered and concentrated to give a yel... The reactants are ClC=1C2=C(N=C(N1)NC(CO)CO)N(C(C=C2)=O)C2=CC=C(C=C2)C(F)(F)F (4-Chloro-2-(2-hydroxy-1-hydroxymethyl-ethylamino)-8-(4-trifluoromethyl-phenyl)-8H-pyrido[2,3-d]pyrimidin-7-one), CSC1=C(C=CC=C1)B(O)O (2-methylthiophenyl boronic acid), C(=O)([O-])[O-].[K+].[K+] (K2CO3). Reagents/catalysts: C=1C=CC(=CC1)[P](C=2C=CC=CC2)(C=3C=CC=CC3)[Pd]([P](C=4C=CC=CC4)(C=5C=CC=CC5)C=6C=CC=CC6)([P](C=7C=CC=CC7)(C=8C=CC=CC8)C=9C=CC=CC9)[P](C=1C=CC=CC1)(C=1C=CC=CC1)C=1C=CC=CC1 (Pd(PPh3)4). Solvent: O1CCOCC1.O (dioxane H2O). Conditions: temperature 150 celsius. Product: CSC1=C(C=CC=C1)C=1C2=C(N=C(N1)NC(CO)CO)N(C(C=C2)=O)C2=CC=C(C=C2)C(F)(F)F (4-(2-Methylsulfanyl-phenyl)-2-(2-hydroxy-1-hydroxymethyl-ethylamino)-8-(4-trifluoromethyl-phenyl)-8H-pyrido[2,3-d]pyrimidin-7-one). Yield: 88.0%. Reaction SMILES: Cl[C:2]1[C:3]2[CH:17]=[CH:16][C:15](=[O:18])[N:14]([C:19]3[CH:24]=[CH:23][C:22]([C:25]([F:28])([F:27])[F:26])=[CH:21][CH:20]=3)[C:4]=2[N:5]=[C:6]([NH:8][CH:9]([CH2:12][OH:13])[CH2:10][OH:11])[N:7]=1.[CH3:29][S:30][C:31]1[CH:36]=[CH:35][CH:34]=[CH:33][C:32]=1B(O)O.C([O-])([O-])=O.[K+].[K+]>O1CCOCC1.O.C1C=CC([P]([Pd]([P](C2C=CC=CC=2)(C2C=CC=CC=2)C2C=CC=CC=2)([P](C2C=CC=CC=2)(C2C=CC=CC=2)C2C=CC=CC=2)[P](C2C=CC=CC=2)(C2C=CC=CC=2)C2C=CC=CC=2)(C2C=CC=CC=2)C2C=CC=CC=2)=CC=1>[CH3:29][S:30][C:31]1[CH:36]=[CH:35][CH:34]=[CH:33][C:32]=1[C:2]1[C:3]2[CH:17]=[CH:16][C:15](=[O:18])[N:14]([C:19]3[CH:20]=[CH:21][C:22]([C:25]([F:27])([F:26])[F:28])=[CH:23][CH:24]=3)[C:4]=2[N:5]=[C:6]([NH:8][CH:9]([CH2:12][OH:13])[CH2:10][OH:11])[N:7]=1 |f:2.3.4,5.6,^1:56,58,77,96|. Procedure details: A solution of 4-Chloro-2-(2-hydroxy-1-hydroxymethyl-ethylamino)-8-(4-trifluoromethyl-phenyl)-8H-pyrido[2,3-d]pyrimidin-7-one (50 mg, 0.12 mmol) in dioxane/H2O (3:1, 4.8 mL) was mixed with 2-methylthiophenyl boronic acid (30.4 mg, 0.18 mmol) and K2CO3 (50.1 mg, 0.36 mmol). The resultant mixture was bubbled with argon for 5 minutes, and added by Pd(PPh3)4 (2.8 mg, 0.0024 mmol). The reaction tube was sealed and heated with “Smith Creator” (microwave, 150° C.) for 15 minutes. The mixture was concent... The reactants are ClC1=CC2=C(N=C(S2)SC2=CC=C(C=C2)NC(=O)NC)C=C1 (N-[4-(6-chlorobenzothiazol-2-ylthio)phenyl]-N'-methylurea), ClC(=O)N=C=O (chlorocarbonyl isocyanate). Run in O1CCOCC1 (1,4-dioxane). Product: ClC1=CC2=C(N=C(S2)SC2=CC=C(C=C2)N2C(N(C(NC2=O)=O)C)=O)C=C1 (1-[4-(6-chlorobenzothiazol-2-ylthio)phenyl]-3-methyl-1,3,5-triazine-2,4,6(1H,3H,5H)-trione). Isolated yield 77.6%. As a reaction SMILES: [Cl:1][C:2]1[CH:22]=[CH:21][C:5]2[N:6]=[C:7]([S:9][C:10]3[CH:15]=[CH:14][C:13]([NH:16][C:17]([NH:19][CH3:20])=[O:18])=[CH:12][CH:11]=3)[S:8][C:4]=2[CH:3]=1.Cl[C:24]([N:26]=[C:27]=[O:28])=[O:25]>O1CCOCC1>[Cl:1][C:2]1[CH:22]=[CH:21][C:5]2[N:6]=[C:7]([S:9][C:10]3[CH:11]=[CH:12][C:13]([N:16]4[C:24](=[O:25])[NH:26][C:27](=[O:28])[N:19]([CH3:20])[C:17]4=[O:18])=[CH:14][CH:15]=3)[S:8][C:4]=2[CH:3]=1. Procedure details: Methyl isocyanate (0.41 g) was added to a solution of 4-(6-chlorobenzothiazol-2-ylthio)-aniline (2.0 g) in pyridine (20 ml), with stirring. The mixture was stirred at room temperature for 12 hours and evaporated to dryness. The residue was dissolved in a minimal volume of boiling ethanol and the solution was cooled in a refrigerator. The resulting solid substance was collected by filtration and dried to give N-[4-(6-chlorobenzothiazol-2-ylthio)phenyl]-N'-methylurea (1.5 g), which had a melting p... Reactants: O=C1c2c(OCc3ccccc3)c(=O)c(-c3nccs3)cn2CCN1Cc1ccc(Cl)c(Cl)c1, O=C(O)C(F)(F)F. The product is O=C1c2c(O)c(=O)c(-c3nccs3)cn2CCN1Cc1ccc(Cl)c(Cl)c1. Reaction SMILES: [CH2:1]([c:2]1[cH:3][cH:4][cH:5][cH:6][cH:7]1)[O:8][c:9]1[c:10](=[O:34])[c:11](-[c:29]2[s:30][cH:31][cH:32][n:33]2)[cH:12][n:13]2[c:14]1[C:15](=[O:28])[N:16]([CH2:19][c:20]1[cH:21][c:22]([Cl:27])[c:23]([Cl:26])[cH:24][cH:25]1)[CH2:17][CH2:18]2.[OH:35][C:36]([C:37]([F:38])([F:39])[F:40])=[O:41]>>[OH:8][c:9]1[c:10](=[O:34])[c:11](-[c:29]2[s:30][cH:31][cH:32][n:33]2)[cH:12][n:13]2[c:14]1[C:15](=[O:28])[N:16]([CH2:19][c:20]1[cH:21][c:22]([Cl:27])[c:23]([Cl:26])[cH:24][cH:25]1)[CH2:17][CH2:18]2. Starting materials: OC=1C(=C(C(=O)O)C=CC1)[N+](=O)[O-] (3-Hydroxy-2-nitrobenzoic acid), COC1=CC=C(N)C=C1 (4-methoxyaniline), Cl.C(C)N=C=NCCCN(C)C (1-ethyl-3-dimethylaminopropylcarbodiimide hydrochloride), ON1N=NC2=C1C=CC=C2 (1-hydroxybenzotriazole). Solvent: CN(C=O)C (N,N-dimethylformamide), C(C)N(CC)CC (triethylamine). Reaction conditions: time 66 hour. The product is OC=1C(=C(C(=O)NC2=CC=C(C=C2)OC)C=CC1)[N+](=O)[O-] (3-hydroxy-4′-methoxy-2-nitrobenzanilide). Yield: 70.9%. As a reaction SMILES: [OH:1][C:2]1[C:3]([N+:11]([O-:13])=[O:12])=[C:4]([CH:8]=[CH:9][CH:10]=1)[C:5]([OH:7])=O.[CH3:14][O:15][C:16]1[CH:22]=[CH:21][C:19]([NH2:20])=[CH:18][CH:17]=1.Cl.C(N=C=NCCCN(C)C)C.ON1C2C=CC=CC=2N=N1>CN(C)C=O.C(N(CC)CC)C>[OH:1][C:2]1[C:3]([N+:11]([O-:13])=[O:12])=[C:4]([CH:8]=[CH:9][CH:10]=1)[C:5]([NH:20][C:19]1[CH:21]=[CH:22][C:16]([O:15][CH3:14])=[CH:17][CH:18]=1)=[O:7] |f:2.3|. Reported procedure: 3-Hydroxy-2-nitrobenzoic acid (1.83 g) was dissolved in 50 ml of N,N-dimethylformamide, then 1.23 g of 4-methoxyaniline, 2.50 g of 1-ethyl-3-dimethylaminopropylcarbodiimide hydrochloride, 1.35 g of 1-hydroxybenzotriazole and 1.81 ml of triethylamine were added and the mixture was stirred at room temperature for 66 hours. The reaction solution was concentrated in vacuo, water was added and the mixture was extracted with ethyl acetate. The organic layer was washed with a saturated aqueous solution...